This data is from the Open Reaction Database (ORD), a public repository of structured organic reaction records. The task is: describe an organic reaction: reactants, conditions, products, and yield Reactants: CN1C(N(C(C=C1C(F)(F)F)=O)C=1C=CC2=C(C(=NS2)C2=C(C=CC(=C2)OC(C(=O)O)C)C)C1)=O (2-{{2-{5-[3,6-dihydro-3-methyl-2,6-dioxo-4-(trifluoromethyl)-1(2H)-pyrimidinyl]-1,2-benzisothiazol-3-yl}-p-tolyl}oxy}propionic acid), [OH-].[Na+] (sodium hydroxide). Run in O (water). Conditions: time 8 hour. Yields the product CN1C(N(C(C=C1C(F)(F)F)=O)C=1C=CC2=C(C(=NS2)C2=C(C=CC(=C2)OC(C(=O)[O-])C)C)C1)=O.[Na+] (Sodium 2-{{2-{5-[3,6-dihydro-3-methyl-2,6-dioxo-4-(trifluoromethyl)-1(2H)-pyrimidinyl]-1,2-benzisothiazol-3-yl}-p-tolyl}oxy}propionate). Reaction SMILES: [CH3:1][N:2]1[C:7]([C:8]([F:11])([F:10])[F:9])=[CH:6][C:5](=[O:12])[N:4]([C:13]2[CH:14]=[CH:15][C:16]3[S:20][N:19]=[C:18]([C:21]4[CH:26]=[C:25]([O:27][CH:28]([CH3:32])[C:29]([OH:31])=[O:30])[CH:24]=[CH:23][C:22]=4[CH3:33])[C:17]=3[CH:34]=2)[C:3]1=[O:35].[OH-].[Na+:37]>O>[CH3:1][N:2]1[C:7]([C:8]([F:10])([F:11])[F:9])=[CH:6][C:5](=[O:12])[N:4]([C:13]2[CH:14]=[CH:15][C:16]3[S:20][N:19]=[C:18]([C:21]4[CH:26]=[C:25]([O:27][CH:28]([CH3:32])[C:29]([O-:31])=[O:30])[CH:24]=[CH:23][C:22]=4[CH3:33])[C:17]=3[CH:34]=2)[C:3]1=[O:35].[Na+:37] |f:1.2,4.5|. Reported procedure: A mixture of 2-{{2-{5-[3,6-dihydro-3-methyl-2,6-dioxo-4-(trifluoromethyl)-1(2H)-pyrimidinyl]-1,2-benzisothiazol-3-yl}-p-tolyl}oxy}propionic acid (0.500 g) and sodium hydroxide (0.0360 g) in water is stirred at room temperature overnight, concentrated in vacuo to one-half volume, and filtered to give the title product as a solid which is identified by NMR spectral analysis. Conditions: time 3 hour. Product: FC(CN=C(NC=1SC=C(N1)CSCCNC(=NS(=O)(=O)C)NCC(F)(F)F)N)(F)F (2-[2-(2,2,2-trifluoroethyl)guanidino]-4-[2-(2-methylsulphonyl-3-[2,2,2-trifluoroethyl]guanidino)ethylthiomethyl]thiazole). Reported procedure: To a solution containing 1-methanesulphonyl-3-(2,2,2-trifluoroethyl)thiourea (0.09 g.) and 2-[2-(2,2,2-trifluoroethyl)guanidino]-4-(4-aminobutyl)thiazole (0.13 g.) in dimethylformamide (4 ml.) was added a solution of silver nitrate (0.14 g.) in dimethylformamide (2 ml.). After allowing it to stand at room temperature for 3 hours the reaction mixture was treated with an excess of gaseous hydrogen sulphide and the precipitated silver sulphite filtered off. The residue obtained on evaporation of th... The reactants are CN(C=O)C (dimethylformamide), C(Cl)(Cl)Cl.CO.N (chloroform methanol ammonia), CS(=O)(=O)NC(=S)NCC(F)(F)F (1-methanesulphonyl-3-(2,2,2-trifluoroethyl)thiourea), FC(CN=C(NC=1SC=C(N1)CCCCN)N)(F)F (2-[2-(2,2,2-trifluoroethyl)guanidino]-4-(4-aminobutyl)thiazole), CN(C=O)C (dimethylformamide), S (hydrogen sulphide). The reagents and catalysts are [N+](=O)([O-])[O-].[Ag+] (silver nitrate). Reaction SMILES: [CH3:1][S:2]([NH:5][C:6]([NH:8][CH2:9][C:10]([F:13])([F:12])[F:11])=S)(=[O:4])=[O:3].[F:14][C:15]([F:32])([F:31])[CH2:16][N:17]=[C:18]([NH2:30])[NH:19][C:20]1[S:21][CH:22]=[C:23]([CH2:25]CCCN)[N:24]=1.[SH2:33].C(Cl)(Cl)Cl.[CH3:38]O.N.C[N:42]([CH3:45])C=O>[N+]([O-])([O-])=O.[Ag+]>[F:32][C:15]([F:14])([F:31])[CH2:16][N:17]=[C:18]([NH2:30])[NH:19][C:20]1[S:21][CH:22]=[C:23]([CH2:25][S:33][CH2:38][CH2:45][NH:42][C:6]([NH:8][CH2:9][C:10]([F:13])([F:12])[F:11])=[N:5][S:2]([CH3:1])(=[O:4])=[O:3])[N:24]=1 |f:3.4.5,7.8|. Starting materials: C1(CC1)N1C=C(C(C2=C(C(=C(C=C12)Br)F)C)=O)C(=O)O (1-cyclopropyl-6-fluoro-7-bromo-5-methyl-1,4-dihydro-4-oxoquinoline-3-carboxylic acid), O=C1CCNCC1 (4-oxopiperidine). The solvent is CN1C(CCC1)=O (N-methyl-2-pyrrolidone). Run at temperature 90 celsius. The product is C1(CC1)N1C=C(C(C2=C(C(=C(C=C12)N1CCC(CC1)=O)F)C)=O)C(=O)O (1-cyclopropyl-6-fluoro-7-(4-oxo-1-piperidinyl)-5-methyl-1,4-dihydro-4-oxoquinoline-3-carboxylic acid). Yield: 37.6%. Reaction SMILES: [CH:1]1([N:4]2[C:13]3[C:8](=[C:9]([CH3:16])[C:10]([F:15])=[C:11](Br)[CH:12]=3)[C:7](=[O:17])[C:6]([C:18]([OH:20])=[O:19])=[CH:5]2)[CH2:3][CH2:2]1.[O:21]=[C:22]1[CH2:27][CH2:26][NH:25][CH2:24][CH2:23]1>CN1CCCC1=O>[CH:1]1([N:4]2[C:13]3[C:8](=[C:9]([CH3:16])[C:10]([F:15])=[C:11]([N:25]4[CH2:26][CH2:27][C:22](=[O:21])[CH2:23][CH2:24]4)[CH:12]=3)[C:7](=[O:17])[C:6]([C:18]([OH:20])=[O:19])=[CH:5]2)[CH2:3][CH2:2]1. Reported procedure: To a solution of 1-cyclopropyl-6-fluoro-7-bromo-5-methyl-1,4-dihydro-4-oxoquinoline-3-carboxylic acid (0.58 g) in N-methyl-2-pyrrolidone (5 ml) is added 4-oxopiperidine (0.64 g) and the mixture is heated at 90° C. for 20 minutes. The solvent is distilled off under reduced pressure. To the resulting residue is added ethanol and the precipitated crystals are filtered to give 1-cyclopropyl-6-fluoro-7-(4-oxo-1-piperidinyl)-5-methyl-1,4-dihydro-4-oxoquinoline-3-carboxylic acid (230 mg). Starting materials: CC1=NC(=CC=C1)C (2.6-Dimethylpyridine), O1COC2=C1C=CC(=C2)C(C(=O)OC)Br (methyl 2-(1,3-benzodioxol-5-yl)-2-bromoacetate), BrC=1C=C2C=CN(C2=CC1)C (5-bromo-1-methylindole). The solvent is CN(C=O)C (dimethylformamide). Conditions: temperature 80 celsius. Yields the product O1COC2=C1C=CC(=C2)C(C(=O)O)C2=CN(C1=CC=C(C=C21)Br)C (2-(1,3-Benzodioxol-5-yl)-2-(5-bromo-1-methyl-1H-3-indolyl)acetic acid). The yield is 79.4%. RXN SMILES: CC1C=CC=C(C)N=1.[O:9]1[C:13]2[CH:14]=[CH:15][C:16]([CH:18](Br)[C:19]([O:21]C)=[O:20])=[CH:17][C:12]=2[O:11][CH2:10]1.[Br:24][C:25]1[CH:26]=[C:27]2[C:31](=[CH:32][CH:33]=1)[N:30]([CH3:34])[CH:29]=[CH:28]2>CN(C)C=O>[O:9]1[C:13]2[CH:14]=[CH:15][C:16]([CH:18]([C:28]3[C:27]4[C:31](=[CH:32][CH:33]=[C:25]([Br:24])[CH:26]=4)[N:30]([CH3:34])[CH:29]=3)[C:19]([OH:21])=[O:20])=[CH:17][C:12]=2[O:11][CH2:10]1. Procedure: 2.6-Dimethylpyridine (0.75 ml) was added to a stirred solution of methyl 2-(1,3-benzodioxol-5-yl)-2-bromoacetate (from Example 61(c), 1.75 g, 6.43 mmol) and 5-bromo-1-methylindole (from step (a), 1.35 g) in anhydrous dimethylformamide (10 ml) at ambient temperature, under a nitrogen atmosphere. The solution was heated to 80° C. for 8 hours. The reaction mixture was partitioned between diethylether and water, separated and the organic layer dried (magnesium sulphate) and evaporated in vacuo. The ... Starting materials: C(C)OC(CNC1=NN=NN1C)OCC ((1-methyl-1H-tetrazol-5-yl)aminoacetaldehyde diethyl acetal), Cl.OC=1C=C(CCN)C=CC1O (3,4-dihydroxyphenethylamine hydrochloride), C (charcoal), Cl (hydrochloric acid). Run in O (water), C(C)O (ethanol). Run at temperature 60 celsius. Product: Cl.CN1N=NN=C1NCC1NCCC2=CC(=C(C=C12)O)O (1-(1-methyl-1H-tetrazol-5-yl)aminomethyl-6,7-dihydroxy-1,2,3,4-tetrahydroisoquinoline hydrochloride). As a reaction SMILES: C(O[CH:4](OCC)[CH2:5][NH:6][C:7]1[N:11]([CH3:12])[N:10]=[N:9][N:8]=1)C.[ClH:16].[OH:17][C:18]1[CH:19]=[C:20]([CH:24]=[CH:25][C:26]=1[OH:27])[CH2:21][CH2:22][NH2:23].Cl.C>O.C(O)C>[ClH:16].[CH3:12][N:11]1[C:7]([NH:6][CH2:5][CH:4]2[C:24]3[C:20](=[CH:19][C:18]([OH:17])=[C:26]([OH:27])[CH:25]=3)[CH2:21][CH2:22][NH:23]2)=[N:8][N:9]=[N:10]1 |f:1.2,7.8|. Procedure: (1-methyl-1H-tetrazol-5-yl)aminoacetaldehyde diethyl acetal (21.5 g.) and 3,4-dihydroxyphenethylamine hydrochloride (14.6 g.) were added to a mixture of ethanol (130 ml.) and water (35 ml.), and dissolved with heating and stirring. Conc. hydrochloric acid (10.5 ml.) was added thereto and the mixture was refluxed for 8 hours. The reaction mixture was treated with activated charcoal. The charcoal was filtered and washed with ethanol, after which the filtrate and the washings were combined and conc... Starting materials: O=C([O-])[O-], CCNS(=O)(=O)c1ccc(Br)cc1, CC(=O)[O-], COc1ccnc(CCc2nc3cc(I)cnc3[nH]2)c1, [Cl-], [K+], [K+], [K+], [Li+], C1COCCO1, O. The product is CCNS(=O)(=O)c1ccc(-c2cnc3[nH]c(CCc4cc(OC)ccn4)nc3c2)cc1. As a reaction SMILES: [C:39](=[O:40])([O-:41])[O-:42].[CH2:1]([CH3:2])[NH:3][S:4](=[O:5])(=[O:6])[c:7]1[cH:8][cH:9][c:10]([Br:13])[cH:11][cH:12]1.[CH3:15][C:16](=[O:17])[O-:18].[CH3:19][O:20][c:21]1[cH:22][c:23]([CH2:27][CH2:28][c:29]2[n:30][c:31]3[c:32]([n:33][cH:34][c:35]([I:37])[cH:36]3)[nH:38]2)[n:24][cH:25][cH:26]1.[Cl-:46].[K+:14].[K+:43].[K+:44].[Li+:45].[O:47]1[CH2:48][CH2:49][O:50][CH2:51][CH2:52]1.[OH2:53]>>[CH2:1]([CH3:2])[NH:3][S:4](=[O:5])(=[O:6])[c:7]1[cH:8][cH:9][c:10](-[c:35]2[cH:34][n:33][c:32]3[c:31]([n:30][c:29]([CH2:28][CH2:27][c:23]4[cH:22][c:21]([O:20][CH3:19])[cH:26][cH:25][n:24]4)[nH:38]3)[cH:36]2)[cH:11][cH:12]1. The reactants are N1C(=NC2=C1C=CC=C2)C2=NN(C1=CC=C(C=C21)[N+](=O)[O-])C2OCCCC2 (3-(1H-Benzo[d]imidazol-2-yl)-5-nitro-1-(tetrahydro-2H-pyran-2-yl)-1H-indazole), [H][H] (hydrogen). The reagents and catalysts are [Pd] (Pd/C). Solvent: C(C)O (ethanol). Product: N1C(=NC2=C1C=CC=C2)C2=NN(C1=CC=C(C=C21)N)C2OCCCC2 (3-(1H-benzo[d]imidazol-2-yl)-1-(tetrahydro-2H-pyran-2-yl)-1H-indazol-5-amine). The yield is 60.0%. As a reaction SMILES: [NH:1]1[C:5]2[CH:6]=[CH:7][CH:8]=[CH:9][C:4]=2[N:3]=[C:2]1[C:10]1[C:18]2[C:13](=[CH:14][CH:15]=[C:16]([N+:19]([O-])=O)[CH:17]=2)[N:12]([CH:22]2[CH2:27][CH2:26][CH2:25][CH2:24][O:23]2)[N:11]=1.[H][H]>C(O)C.[Pd]>[NH:3]1[C:4]2[CH:9]=[CH:8][CH:7]=[CH:6][C:5]=2[N:1]=[C:2]1[C:10]1[C:18]2[C:13](=[CH:14][CH:15]=[C:16]([NH2:19])[CH:17]=2)[N:12]([CH:22]2[CH2:27][CH2:26][CH2:25][CH2:24][O:23]2)[N:11]=1. Procedure: 3-(1H-Benzo[d]imidazol-2-yl)-5-nitro-1-(tetrahydro-2H-pyran-2-yl)-1H-indazole (50 mg, 0.137 mmol) was added to 10% Pd/C (10 mg) in ethanol (40 mL) and then pressurized with hydrogen (60 psi) for 6 h at room temperature. The reaction mixture was filtered through Celite, and the solvent was removed in vacuo. Purification by flash chromatography (5% CH3OH/CH2Cl2) afforded the title compound in 60% yield. 1H NMR (400 MHz, CD3OD): δ 7.69 (m, 2H), 7.55 (m, 2H), 7.26 (m, 2H), 7.05 (m, 1H), 5.84 (d, 1H,...